The task is: describe an organic reaction: reactants, conditions, products, and yield. This data is from the Open Reaction Database (ORD), a public repository of structured organic reaction records. Reactants: [Cl-].C(C)N1C(SC(C1=O)=CC=C1SC2=C(N1C)C=CC=C2)=CC=2SC1=C([N+]2C)C=C(C=C1)F ((3-ethyl-5-(2-(3-methylbenzo[d]thiazole-2(3H)-ylidene)ethylidene)-4-oxothiazolidine-2-ylidene)methyl-5-fluoro-3-methylbenzo[d]thiazole-3-ium chloride), CS(=O)(=O)O (methanesulfonic acid). The solvent is CO (methanol). Yields the product S(C)(=O)(=O)[O-].C(C)N1C(SC(C1=O)=CC=C1SC2=C(N1C)C=CC=C2)=CC=2SC1=C([N+]2C)C=C(C=C1)F (2-((3-ethyl-5-(2-(3-methylbenzo[d]thiazol-2(3H)-ylidene)ethylidene)-4-oxothiazolidin-2-ylidene)methyl)-5-fluoro-3-methylbenzo[d]thiazol-3-ium mesylate). RXN SMILES: [Cl-].[CH2:2]([N:4]1[C:8](=[O:9])[C:7](=[CH:10][CH:11]=[C:12]2[N:16]([CH3:17])[C:15]3[CH:18]=[CH:19][CH:20]=[CH:21][C:14]=3[S:13]2)[S:6][C:5]1=[CH:22][C:23]1[S:24][C:25]2[CH:32]=[CH:31][C:30]([F:33])=[CH:29][C:26]=2[N+:27]=1[CH3:28])[CH3:3].[CH3:34][S:35]([OH:38])(=[O:37])=[O:36]>CO>[S:35]([O-:38])(=[O:37])(=[O:36])[CH3:34].[CH2:2]([N:4]1[C:8](=[O:9])[C:7](=[CH:10][CH:11]=[C:12]2[N:16]([CH3:17])[C:15]3[CH:18]=[CH:19][CH:20]=[CH:21][C:14]=3[S:13]2)[S:6][C:5]1=[CH:22][C:23]1[S:24][C:25]2[CH:32]=[CH:31][C:30]([F:33])=[CH:29][C:26]=2[N+:27]=1[CH3:28])[CH3:3] |f:0.1,4.5|. Procedure details: After dissolving Compound A, which was obtained in Synthesis Example 1, in methanol, the anion thereof was replaced with methanesulfonic acid according to an ordinary method to give 2-((3-ethyl-5-(2-(3-methylbenzo[d]thiazol-2(3H)-ylidene)ethylidene)-4-oxothiazolidin-2-ylidene)methyl)-5-fluoro-3-methylbenzo[d]thiazol-3-ium mesylate (Compound D) as a dark-green solid. The physical property values and analytical values of this compound are as described below: The reactants are N(=O)[O-].[Na+] (NaNO2), NC1=C(C=CC(=C1)Cl)C (2-amino-4-chlorotoluene), C(=O)C=C (acrolein), TiCl3. Solvent: O (H2O), Cl (HCl), CN(C)C=O (DMF). Reaction conditions: time 30 minute. Product: ClC1=CC(=C(C=C1)C)CCC=O (4-Chloro-2-(3-oxopropyl)toluene). The yield is 60.8%. Reaction SMILES: N[C:2]1[CH:7]=[C:6]([Cl:8])[CH:5]=[CH:4][C:3]=1[CH3:9].N([O-])=O.[Na+].[CH:14]([CH:16]=[CH2:17])=[O:15]>Cl.O.CN(C=O)C>[Cl:8][C:6]1[CH:5]=[CH:4][C:3]([CH3:9])=[C:2]([CH2:17][CH2:16][CH:14]=[O:15])[CH:7]=1 |f:1.2|. Reported procedure: To a suspension of 2-amino-4-chlorotoluene (1.41 g, 10 mmol) in 24% aq. HCl (5 mL) Was added dropwise NaNO2 (710 mg, 1.03 mmol) in H2O (3 mL) over 30 min at 0° C. The resulting solution was added dropwise to a solution of acrolein (1 mL, 15 mmol) in a mixture of DMF (15 mL) and 20% aq. TiCl3 (20 mL, 26 mmol). After the addition was completed, the mixture was stirred for 30 min at room temperature and extracted with diethyl ether. The extracts was dried over MgSO4 and concentrated. The residue wa... Starting materials: FC(C(=O)O)(F)F (Trifluoroacetic acid), NC=1SC=C(N1)C1=CC=C(OCC(=O)OC(C)(C)C)C=C1 (1,1-Dimethylethyl 2-{4-(2-amino-4-thiazolyl)phenoxy}acetate). Run in C(Cl)Cl (CH2Cl2). Conditions: time 4 hour. Product: NC=1SC=C(N1)C1=CC=C(OCC(=O)O)C=C1 (2-{4-(2-Amino-4-thiazolyl)phenoxy}acetic acid). Yield: 143.4%. As a reaction SMILES: FC(F)(F)C(O)=O.[NH2:8][C:9]1[S:10][CH:11]=[C:12]([C:14]2[CH:28]=[CH:27][C:17]([O:18][CH2:19][C:20]([O:22]C(C)(C)C)=[O:21])=[CH:16][CH:15]=2)[N:13]=1>C(Cl)Cl>[NH2:8][C:9]1[S:10][CH:11]=[C:12]([C:14]2[CH:15]=[CH:16][C:17]([O:18][CH2:19][C:20]([OH:22])=[O:21])=[CH:27][CH:28]=2)[N:13]=1. Procedure details: Trifluoroacetic acid (50 mL) was added to a solution of the product of example 2 (3.81 g, 12.4 mmol) in CH2Cl2 (50 mL). The resulting mixture was stirred at room temperature (20-22°) for 4 h, then concentrated under reduced pressure (coevaporated with CH2Cl2 and then Et2O). The residue was triturated with Et2O, then filtered and dried to afford 4.45 g (quantitative yield) of the title compound as a white solid: 1H NMR (400 MHz, DMSO-d6) δ 7.67 (d, J=8.8 Hz, 2H), 6.97 (d, J=8.8 Hz, 2H), 6.96 (s, ... Starting materials: FC=1C(=NC(=NC1)C1=NNC2=NC=C(C=C21)F)NC(CC(=O)O)C2(CCCC2)C ((+/−)-3-(5-fluoro-2-(5-fluoro-1H-pyrazolo[3,4-b]pyridin-3-yl)pyrimidin-4-ylamino)-3-(1-methylcyclopentyl)propanoic acid), ClC1=C(C=C(C(=N1)N[C@H](CC(=O)OCC)C1(CCCC1)C)F)C#N ((R)-ethyl 3-(6-chloro-5-cyano-3-fluoropyridin-2-ylamino)-3-(1-methylcyclopentyl)propanoate), BrC1=NC(=C(C=C1F)F)F (2-bromo-3,5,6-trifluoropyridine), BrC1=C(C=C(C(=N1)N[C@H](CC(=O)OCC)C(C)(C)C)F)F ((R)-ethyl 3-((6-bromo-3,5-difluoropyridin-2-yl)amino)-4,4-dimethylpentanoate), ClC1=NC(=C(C=C1C#N)F)F (2-chloro-5,6-difluoropyridine-3-carbonitrile). Solvent: C(=O)O (formic acid), C(C)#N (ACN). Product: FC=1C(=NC(=C(C1)F)C1=NNC2=NC=C(C=C21)F)N[C@H](CC(=O)O)C(C)(C)C ((R)-3-((3,5-difluoro-6-(5-fluoro-1H-pyrazolo[3,4-b]pyridin-3-yl)pyridin-2-yl)amino)-4,4-dimethylpentanoic acid), BrC1=C(C=C(C(=N1)N[C@H](CC(=O)OCC)C(C)(C)C)F)F ((R)-ethyl 3-((6-bromo-3,5-difluoropyridin-2-yl)amino)-4,4-dimethyl-pentanoate). As a reaction SMILES: [F:1][C:2]1[C:3]([NH:18][CH:19]([C:24]2([CH3:29])[CH2:28]CC[CH2:25]2)[CH2:20][C:21]([OH:23])=[O:22])=[N:4][C:5]([C:8]2[C:16]3[C:11](=[N:12][CH:13]=[C:14]([F:17])[CH:15]=3)[NH:10][N:9]=2)=NC=1.[Br:30][C:31]1[N:36]=[C:35]([NH:37][C@@H:38]([C:45]([CH3:48])([CH3:47])[CH3:46])[CH2:39][C:40]([O:42][CH2:43][CH3:44])=[O:41])[C:34]([F:49])=[CH:33][C:32]=1[F:50].ClC1N=C(N[C@@H](C2(C)CCCC2)CC(OCC)=O)C(F)=CC=1C#N.BrC1C(F)=CC(F)=C(F)N=1.ClC1C(C#N)=CC(F)=C(F)N=1>C(#N)C.C(O)=O>[F:1][C:2]1[C:3]([NH:18][C@@H:19]([C:24]([CH3:28])([CH3:29])[CH3:25])[CH2:20][C:21]([OH:23])=[O:22])=[N:4][C:5]([C:8]2[C:16]3[C:11](=[N:12][CH:13]=[C:14]([F:17])[CH:15]=3)[NH:10][N:9]=2)=[C:34]([F:49])[CH:33]=1.[Br:30][C:31]1[N:36]=[C:35]([NH:37][C@@H:38]([C:45]([CH3:47])([CH3:46])[CH3:48])[CH2:39][C:40]([O:42][CH2:43][CH3:44])=[O:41])[C:34]([F:49])=[CH:33][C:32]=1[F:50]. Procedure: Compound 6 was synthesized in a manner similar to compound 12, utilizing (R)-ethyl 3-((6-bromo-3,5-difluoropyridin-2-yl)amino)-4,4-dimethylpentanoate as the intermediate for the Suzuki coupling. (R)-ethyl 3-((6-bromo-3,5-difluoropyridin-2-yl)amino)-4,4-dimethyl-pentanoate was prepared in the same fashion as intermediate, 143a, utilizing 2-bromo-3,5,6-trifluoropyridine as the starting material instead of 2-chloro-5,6-difluoropyridine-3-carbonitrile: 1H NMR (400 MHz, CDCl3) δ 8.31 (d, J=6.4 Hz, 1H...